From a dataset of the Open Reaction Database (ORD), a public repository of structured organic reaction records. describe an organic reaction: reactants, conditions, products, and yield Starting materials: ClC1=CC=C(C(C2=CC=C(C=C2)OCCN(CC)CC)(O)C#C)C=C1 (4-chloro-4'-[2-(diethylamino)ethoxy]-α-ethinyl-benzhydrol), [H][H] (hydrogen). Reagents/catalysts: [Pd] (palladium-on-charcoal). The solvent is C1=CC=CC=C1 (benzene). The product is ClC1=CC=C(C(C2=CC=C(C=C2)OCCN(CC)CC)(O)CC)C=C1 (4-Chloro-4'-[2-(diethylamino)-ethoxy]-α-ethyl-benzhydrol). Reaction SMILES: [Cl:1][C:2]1[CH:25]=[CH:24][C:5]([C:6]([C:22]#[CH:23])([OH:21])[C:7]2[CH:12]=[CH:11][C:10]([O:13][CH2:14][CH2:15][N:16]([CH2:19][CH3:20])[CH2:17][CH3:18])=[CH:9][CH:8]=2)=[CH:4][CH:3]=1.[H][H]>[Pd].C1C=CC=CC=1>[Cl:1][C:2]1[CH:3]=[CH:4][C:5]([C:6]([CH2:22][CH3:23])([OH:21])[C:7]2[CH:12]=[CH:11][C:10]([O:13][CH2:14][CH2:15][N:16]([CH2:17][CH3:18])[CH2:19][CH3:20])=[CH:9][CH:8]=2)=[CH:24][CH:25]=1. Procedure details: 17.9 g. of 4-chloro-4'-[2-(diethylamino)ethoxy]-α-ethinyl-benzhydrol are dissolved in 180 ml. of benzene, and the reaction mixture is hydrogenated in the presence of 0.9 g. of a 10% palladium-on-charcoal catalyst. As soon as the uptake of the calculated amount of hydrogen is complete, the catalyst is filtered off, and benzene is distilled off under reduced pressure. The solid residue is crystallized from n-hexane to yield 14.2 g. of the title compound, melting at 50° to 51° C. The reactants are CCOCC (ether), C(C1=CC=CC=C1)N1CCNCC1 (1-benzylpiperazine), ClC=1C(NN=CC1Cl)=O (4,5-dichloro-3(2H)-pyridazinone), C(=O)([O-])[O-].[K+].[K+] (K2CO3). Solvent: CN(C)C=O (DMF). Run at temperature 110 celsius. Yields the product C(C1=CC=CC=C1)N1CCN(CC1)C1=C(C(NN=C1)=O)Cl (5-(4-Benzyl-1-piperazinyl)-4-chloro-3(2H)-pyridazinone). RXN SMILES: [CH2:1]([N:8]1[CH2:13][CH2:12][NH:11][CH2:10][CH2:9]1)[C:2]1[CH:7]=[CH:6][CH:5]=[CH:4][CH:3]=1.[Cl:14][C:15]1[C:16](=[O:22])[NH:17][N:18]=[CH:19][C:20]=1Cl.C([O-])([O-])=O.[K+].[K+].CCOCC>CN(C=O)C>[CH2:1]([N:8]1[CH2:13][CH2:12][N:11]([C:20]2[CH:19]=[N:18][NH:17][C:16](=[O:22])[C:15]=2[Cl:14])[CH2:10][CH2:9]1)[C:2]1[CH:3]=[CH:4][CH:5]=[CH:6][CH:7]=1 |f:2.3.4|. Procedure details: A mixture of 7 g of 1-benzylpiperazine, 6.55 g of 4,5-dichloro-3(2H)-pyridazinone and 11 g of K2CO3 in 150 ml of DMF is heated at 110° C. for 4 hours and then concentrated under vacuum. The residue is chromatographed on silica gel, eluting with a DCM/MeOH (95/5; v/v) mixture. The product obtained is taken up in iso ether and triturated and the precipitate formed is isolated with suction. This gives 7 g of the expected product, which is recrystallized from iso ether; m.p.=173-175° C. Reactants: BrCCCBr, O=C([O-])[O-], CCOC(C)=O, CS(C)=O, [K+], [K+], O, N#Cc1ccc(O)cc1. Yields the product N#Cc1ccc(OCCCBr)cc1. As a reaction SMILES: [Br:16][CH2:17][CH2:18][CH2:19][Br:20].[C:10](=[O:11])([O-:12])[O-:13].[CH3:21][CH2:22][O:23][C:24](=[O:25])[CH3:26].[CH3:27][S:28](=[O:29])[CH3:30].[K+:14].[K+:15].[OH2:31].[OH:1][c:2]1[cH:3][cH:4][c:5]([C:8]#[N:9])[cH:6][cH:7]1>>[O:1]([c:2]1[cH:3][cH:4][c:5]([C:8]#[N:9])[cH:6][cH:7]1)[CH2:19][CH2:18][CH2:17][Br:16]. The reactants are C(=O)[O-].[NH4+] (ammonium formate), COC([C@@H](CC1=CC(=C(C=C1)[N+](=O)[O-])[N+](=O)[O-])NC(=O)OCC1=CC=CC=C1)=O ((R)-2-benzyloxycarbonylamino-3-(3,4-dinitro-phenyl)-propionic acid methyl ester). Reagents/catalysts: [Zn] (zinc). Run in CO (methanol). Reaction conditions: time 8 hour. Yields the product COC([C@@H](CC1=CC(=C(C=C1)N)N)NC(=O)OCC1=CC=CC=C1)=O ((R)-2-Benzyloxycarbonylamino-3-(3,4-diamino-phenyl)-propionic acid methyl ester). As a reaction SMILES: C([O-])=O.[NH4+].[CH3:5][O:6][C:7](=[O:33])[C@H:8]([NH:22][C:23]([O:25][CH2:26][C:27]1[CH:32]=[CH:31][CH:30]=[CH:29][CH:28]=1)=[O:24])[CH2:9][C:10]1[CH:15]=[CH:14][C:13]([N+:16]([O-])=O)=[C:12]([N+:19]([O-])=O)[CH:11]=1>[Zn].CO>[CH3:5][O:6][C:7](=[O:33])[C@H:8]([NH:22][C:23]([O:25][CH2:26][C:27]1[CH:32]=[CH:31][CH:30]=[CH:29][CH:28]=1)=[O:24])[CH2:9][C:10]1[CH:15]=[CH:14][C:13]([NH2:16])=[C:12]([NH2:19])[CH:11]=1 |f:0.1|. Procedure: Solid ammonium formate (2.27 g, 36 mmol) was added in small portions at 0° C. to a methanol (50 mL, degassed with nitrogen for 2 h) suspension of (R)-2-benzyloxycarbonylamino-3-(3,4-dinitro-phenyl)-propionic acid methyl ester (1.45 g, 3.6 mmol) and zinc powder (1.41 g, 21.6 mmol). The resulting mixture was stirred at room temperature overnight. The solvents were removed in vacuo and then toluene (30 mL, degassed) and ethyl acetate (30 mL, degassed) were added, followed by acetic acid (3 mL). The... Reactants: C(=O)(OCC1=CC=CC=C1)NC(COC(C(C)(C)C)C(C)(C)C)C (N-Cbz-2-Amino 1-[di-(t-butyl)methoxy]propane). The reagents and catalysts are [Pd] (Pd/C). Solvent: CO (CH3OH). The product is NC(COC(C(C)(C)C)C(C)(C)C)C (2-amino 1-[di-(t-butyl)methoxy]propane). RXN SMILES: C([NH:11][CH:12]([CH3:24])[CH2:13][O:14][CH:15]([C:20]([CH3:23])([CH3:22])[CH3:21])[C:16]([CH3:19])([CH3:18])[CH3:17])(OCC1C=CC=CC=1)=O>CO.[Pd]>[NH2:11][CH:12]([CH3:24])[CH2:13][O:14][CH:15]([C:20]([CH3:23])([CH3:22])[CH3:21])[C:16]([CH3:18])([CH3:17])[CH3:19]. Reported procedure: N-Cbz-2-Amino 1-[di-(t-butyl)methoxy]propane is dissolved in CH3OH and hydrogenated over 5% Pd/C in a Paar hydrogenation apparatus. When the reaction is complete the mixture is filtered through Celite and concentrated to yield 2-amino 1-[di-(t-butyl)methoxy]propane.